This data is from the Open Reaction Database (ORD), a public repository of structured organic reaction records. The task is: describe an organic reaction: reactants, conditions, products, and yield The reactants are NC1=C(C=C(C(=C1)Cl)Cl)NC(C1=C(C=C(C=C1)C#N)OC)=O (N-(2-amino-4,5-dichlorophenyl)-2-methoxy-4-cyanobenzamide), O=P12OP3(=O)OP(=O)(O1)OP(=O)(O2)O3 (P2O5), O=P12OP3(=O)OP(=O)(O1)OP(=O)(O2)O3 (P2O5). Run in C=1(C(=CC=CC1)C)C (xylene). Yields the product ClC1=CC2=C(N=C(N2)C2=C(C=C(C=C2)C#N)OC)C=C1Cl (5,6-Dichloro-2-(4-cyano-2-methoxyphenyl)benzimidazole). The yield is 73.1%. Reaction SMILES: [NH2:1][C:2]1[CH:7]=[C:6]([Cl:8])[C:5]([Cl:9])=[CH:4][C:3]=1[NH:10][C:11](=O)[C:12]1[CH:17]=[CH:16][C:15]([C:18]#[N:19])=[CH:14][C:13]=1[O:20][CH3:21].O=P12OP3(OP(OP(O3)(O1)=O)(=O)O2)=O>C1(C)C(C)=CC=CC=1>[Cl:9][C:5]1[C:6]([Cl:8])=[CH:7][C:2]2[N:1]=[C:11]([C:12]3[CH:17]=[CH:16][C:15]([C:18]#[N:19])=[CH:14][C:13]=3[O:20][CH3:21])[NH:10][C:3]=2[CH:4]=1. Procedure details: A suspension of N-(2-amino-4,5-dichlorophenyl)-2-methoxy-4-cyanobenzamide (2.9 g, 8.6 mmol) and P2O5 (2.9 g, 10 mmol) in xylene (48 ml) was refluxed for 24 h. Additional P2O5 (2.9 g, 10 mmol) was added and the mixture was refluxed for 42 h. Solvent was removed under reduced pressure. The residue was treated with 2N NaOH (50 ml) and extracted with ethyl acetate (100 ml). The organic layer was washed with water and brine, dried over Na2SO4, filtered and evaporated under reduced pressure to give 2 ...